From a dataset of the Open Reaction Database (ORD), a public repository of structured organic reaction records. describe an organic reaction: reactants, conditions, products, and yield The reactants are COC1(CCCC1)C(=O)OC (methyl 1-methoxycyclopentanecarboxylate), [Li+].[OH-] (LiOH). Run in C1CCOC1 (THF), O (water). Run at time 8 hour. Yields the product COC1(CCCC1)C(=O)O (1-methoxycyclopentanecarboxylic acid). Isolated yield 98.8%. RXN SMILES: [CH3:1][O:2][C:3]1([C:8]([O:10]C)=[O:9])[CH2:7][CH2:6][CH2:5][CH2:4]1.[Li+].[OH-]>C1COCC1.O>[CH3:1][O:2][C:3]1([C:8]([OH:10])=[O:9])[CH2:7][CH2:6][CH2:5][CH2:4]1 |f:1.2|. Procedure: A solution of methyl 1-methoxycyclopentanecarboxylate (1.00 g, 6.32 mmol) in THF (10 mL) was treated with a solution of LiOH (0.531 g, 12.64 mmol) in water (5 mL), stirred at RT overnight and concentrated to dryness. The residue was diluted with water, acidified with HCl (2M, 6 mL), extracted with EtOAc (3×) and the combined organics were washed with brine, dried over Na2SO4 and concentrated to dryness to afford 1-methoxycyclopentanecarboxylic acid (900 mg, 99%). 1H NMR (400 MHz, CDCl3): δ 3.31 ... Starting materials: [OH-].[Na+] (sodium hydroxide), CC=1NC(=C(C(C1C(=O)OCCC#N)C1=CC=C(C=C1)[N+](=O)[O-])C(NCC=CC1=CC=CC=C1)=O)C (2-cyanoethyl 2,6-dimethyl-4-(4-nitrophenyl)-5-[(3-phenyl-2-propene-1-yl)carbamoyl]-1,4-dihydropyridine-3-carboxylate), Cl (hydrochloric acid). Run in CO (methanol). Run at time 8 hour. The product is CC=1NC(=C(C(C1C(=O)O)C1=CC=C(C=C1)[N+](=O)[O-])C(NCC=CC1=CC=CC=C1)=O)C (2,6-dimethyl-4-(4-nitrophenyl)-5-[(3-phenyl-2-propene -1-yl)carbamoyl]-1,4-dihydropyridine-3-carboxylic acid). RXN SMILES: [CH3:1][C:2]1[NH:3][C:4]([CH3:36])=[C:5]([C:24](=[O:35])[NH:25][CH2:26][CH:27]=[CH:28][C:29]2[CH:34]=[CH:33][CH:32]=[CH:31][CH:30]=2)[CH:6]([C:15]2[CH:20]=[CH:19][C:18]([N+:21]([O-:23])=[O:22])=[CH:17][CH:16]=2)[C:7]=1[C:8]([O:10]CCC#N)=[O:9].[OH-].[Na+].Cl>CO>[CH3:1][C:2]1[NH:3][C:4]([CH3:36])=[C:5]([C:24](=[O:35])[NH:25][CH2:26][CH:27]=[CH:28][C:29]2[CH:34]=[CH:33][CH:32]=[CH:31][CH:30]=2)[CH:6]([C:15]2[CH:16]=[CH:17][C:18]([N+:21]([O-:23])=[O:22])=[CH:19][CH:20]=2)[C:7]=1[C:8]([OH:10])=[O:9] |f:1.2|. Reported procedure: 396 mg (0.814 mmol) of 2-cyanoethyl 2,6-dimethyl-4-(4-nitrophenyl)-5-[(3-phenyl-2-propene-1-yl)carbamoyl]-1,4-dihydropyridine-3-carboxylate was dissolved in 10 ml of methanol. 0.895 ml of 1 N aqueous sodium hydroxide solution was added to the solution, and they were stirred at room temperature overnight. 1 N hydrochloric acid was added to the reaction mixture and then methanol was evaporated under reduced pressure. Water was added to the residue, and a precipitate thus obtained was taken by the ... Starting materials: C(C)(C)(C)OC(=O)NC=1C=CC=C2C=C(NC12)C(=O)OCC (ethyl 7-[(tert-butoxycarbonyl)amino]-1H-indole-2-carboxylate), [OH-].[Na+] (sodium hydroxide), O1CCCC1 (tetrahydrofuran). Solvent: C(C)O (ethanol). Conditions: temperature 50 celsius, time 3 hour. Product: C(C)(C)(C)OC(=O)NC=1C=CC=C2C=C(NC12)C(=O)O (7-[(tert-Butoxycarbonyl)amino]-1H-indole-2-carboxylic acid). The yield is 94.4%. As a reaction SMILES: [C:1]([O:5][C:6]([NH:8][C:9]1[CH:10]=[CH:11][CH:12]=[C:13]2[C:17]=1[NH:16][C:15]([C:18]([O:20]CC)=[O:19])=[CH:14]2)=[O:7])([CH3:4])([CH3:3])[CH3:2].[OH-].[Na+].O1CCCC1>C(O)C>[C:1]([O:5][C:6]([NH:8][C:9]1[CH:10]=[CH:11][CH:12]=[C:13]2[C:17]=1[NH:16][C:15]([C:18]([OH:20])=[O:19])=[CH:14]2)=[O:7])([CH3:4])([CH3:2])[CH3:3] |f:1.2|. Reported procedure: A mixture of ethyl 7-[(tert-butoxycarbonyl)amino]-1H-indole-2-carboxylate (2.65 g), 1N aqueous sodium hydroxide solution (22.0 mL), tetrahydrofuran (20 mL) and ethanol (30 mL) was stirred at 50° C. for 3 hr. The reaction mixture was concentrated, and water was added to the residue. The mixture was acidified with 10% aqueous citric acid solution, and the resulting crystals were filtrated, washed with water, and dried to give the title compound (2.27 g, yield 94%) as colorless crystals. melting po... Starting materials: Cl (HCl), O(C)C1=CC2=C(N=C(S2)C2=CC=C(CP(OCC)(OCC)=O)C=C2)C=C1 (diethyl 4-(6-methoxylbenzothiazol-2-yl)benzylphosphonate), [N+](=O)([O-])C1=C(C=O)C=CC=C1 (2-nitrobenzaldehyde), C[O-].[Na+] (sodium methoxide). Run in CO (MeOH), O (water). The product is [N+](=O)([O-])C1=C(C=CC=C1)C=CC1=CC=C(C=C1)C=1SC2=C(N1)C=CC(=C2)OC (2-{4-[2-(2-Nitrophenyl)-vinyl]-phenyl}-6-methoxybenzothiazole). Isolated yield 44.3%. As a reaction SMILES: [O:1]([C:3]1[CH:26]=[CH:25][C:6]2[N:7]=[C:8]([C:10]3[CH:24]=[CH:23][C:13]([CH2:14]P(=O)(OCC)OCC)=[CH:12][CH:11]=3)[S:9][C:5]=2[CH:4]=1)[CH3:2].[N+:27]([C:30]1[CH:37]=[CH:36][CH:35]=[CH:34][C:31]=1[CH:32]=O)([O-:29])=[O:28].C[O-].[Na+].Cl>CO.O>[N+:27]([C:30]1[CH:37]=[CH:36][CH:35]=[CH:34][C:31]=1[CH:32]=[CH:14][C:13]1[CH:12]=[CH:11][C:10]([C:8]2[S:9][C:5]3[CH:4]=[C:3]([O:1][CH3:2])[CH:26]=[CH:25][C:6]=3[N:7]=2)=[CH:24][CH:23]=1)([O-:29])=[O:28] |f:2.3|. Reported procedure: To a stirred solution of diethyl 4-(6-methoxylbenzothiazol-2-yl)benzylphosphonate (0.10 g, 0.25 mmol) and 2-nitrobenzaldehyde (0.39 g, 0.25 mmol) in dry MeOH (10 ml) at 0° C. was added dropwise a solution of 0.5 M sodium methoxide (1.02 ml, 0.51 mmol). The reaction mixture was then allowed to rise to room temperature and heated under reflux for 18 h. The reaction mixture was cooled to room temperature and water (30 ml) was added followed by 1 M HCl until the reaction mixture became acidic. The r... Yields the product CC1CC(O)(c2cccc(OCc3ccccc3)c2)CCO1. Starting materials: Brc1cccc(OCc2ccccc2)c1, CC1CC(=O)CCO1, Cl. RXN SMILES: [CH2:1]([c:2]1[cH:3][cH:4][cH:5][cH:6][cH:7]1)[O:8][c:9]1[cH:10][c:11]([Br:15])[cH:12][cH:13][cH:14]1.[CH3:16][CH:17]1[O:18][CH2:19][CH2:20][C:21](=[O:23])[CH2:22]1.[ClH:24]>>[CH2:1]([c:2]1[cH:3][cH:4][cH:5][cH:6][cH:7]1)[O:8][c:9]1[cH:10][c:11]([C:21]2([OH:23])[CH2:20][CH2:19][O:18][CH:17]([CH3:16])[CH2:22]2)[cH:12][cH:13][cH:14]1.